Dataset: the Open Reaction Database (ORD), a public repository of structured organic reaction records. Task: describe an organic reaction: reactants, conditions, products, and yield Reactants: C(C1=CC=CC=C1)N1N=CC(=C(C1=O)C1=CC=C(C=C1)F)C1=CC(=C(C=C1)S(=O)(=O)N)F (2-Benzyl-4-(4-fluorophenyl)-5-[3-fluoro-4-(aminosulfonyl)phenyl]-3(2H)-pyridazinone), BrCC=C(C)C (1-bromo-3-methyl-2-butene). Yields the product CC(=CCN1N=CC(=C(C1=O)C1=CC=C(C=C1)F)C1=CC(=C(C=C1)S(=O)(=O)N)F)C (2-(3-Methyl-2-butenyl)-4-(4-fluorophenyl)-5-[3-fluoro-4-(aminosulfonyl)phenyl]-3(2H)-pyridazinone). The yield is 30.0%. As a reaction SMILES: [CH2:1]([N:8]1[C:13](=[O:14])[C:12]([C:15]2[CH:20]=[CH:19][C:18]([F:21])=[CH:17][CH:16]=2)=[C:11]([C:22]2[CH:27]=[CH:26][C:25]([S:28]([NH2:31])(=[O:30])=[O:29])=[C:24]([F:32])[CH:23]=2)[CH:10]=[N:9]1)[C:2]1[CH:7]=[CH:6]C=CC=1.Br[CH2:34]C=C(C)C>>[CH3:6][C:7]([CH3:34])=[CH:2][CH2:1][N:8]1[C:13](=[O:14])[C:12]([C:15]2[CH:20]=[CH:19][C:18]([F:21])=[CH:17][CH:16]=2)=[C:11]([C:22]2[CH:27]=[CH:26][C:25]([S:28]([NH2:31])(=[O:29])=[O:30])=[C:24]([F:32])[CH:23]=2)[CH:10]=[N:9]1. Procedure: 2-Benzyl-4-(4-fluorophenyl)-5-[3-fluoro-4-(aminosulfonyl)phenyl]-3(2H)-pyridazinone, prepared according to the method of Example 68, was N-debenzylated according to the method of Example 11. The intermediate was N-alkylated according to the method of Example 20, substituting 1-bromo-3-methyl-2-butene in place of 4-fluorobenzyl bromide, to provide the title compound (yield: 50 mg, 30%). mp 134-136° C. 1H NMR (300 MHz, CDCl3) δ 1.79 (s, 3H), 1.86 (s, 3H), 4.78 (s, 2H), 4.85 (d, J=7.5 Hz, 2H), 5.48...